From a dataset of the Open Reaction Database (ORD), a public repository of structured organic reaction records. describe an organic reaction: reactants, conditions, products, and yield Reactants: CCO, [Na+], O=C([O-])O, CC1c2c(Cl)ccc([N+](=O)[O-])c2NS1(=O)=O, Cl[Sn]Cl. Product: CC1c2c(Cl)ccc(N)c2NS1(=O)=O. Reaction SMILES: [CH3:25][CH2:26][OH:27].[Na+:24].[O-:20][C:21]([OH:22])=[O:23].[O:1]=[S:2]1(=[O:16])[NH:3][c:4]2[c:5]([c:8]([Cl:15])[cH:9][cH:10][c:11]2[N+:12]([O-:13])=[O:14])[CH:6]1[CH3:7].[Sn:17]([Cl:18])[Cl:19]>>[O:1]=[S:2]1(=[O:16])[NH:3][c:4]2[c:5]([c:8]([Cl:15])[cH:9][cH:10][c:11]2[NH2:12])[CH:6]1[CH3:7].